From a dataset of the Open Reaction Database (ORD), a public repository of structured organic reaction records. describe an organic reaction: reactants, conditions, products, and yield The reactants are C(N)(OCC)=O (ethyl carbamate), B(F)(F)F.CCOCC (BF3.Et2O), CC(=CCN1C(C2=CC=CC=C2C1=O)=O)C (2-(3-methylbut-2-en-1-yl)-1H-isoindole-1,3-dione). The solvent is C1(=CC=CC=C1)C (toluene). Conditions: time 30 minute. Product: C(C)OC(NC(CCN1C(C2=CC=CC=C2C1=O)=O)(C)C)=O (ethyl[3-(1,3-dioxo-1,3-dihydro-isoindol-2-yl)-1,1-dimethylpropyl]-carbamate). Yield: 32.9%. Reaction SMILES: [C:1](=[O:6])([O:3][CH2:4][CH3:5])[NH2:2].B(F)(F)F.CCOCC.[CH3:16][C:17]([CH3:31])=[CH:18][CH2:19][N:20]1[C:28](=[O:29])[C:27]2[C:22](=[CH:23][CH:24]=[CH:25][CH:26]=2)[C:21]1=[O:30]>C1(C)C=CC=CC=1>[CH2:4]([O:3][C:1](=[O:6])[NH:2][C:17]([CH3:31])([CH3:16])[CH2:18][CH2:19][N:20]1[C:28](=[O:29])[C:27]2[C:22](=[CH:23][CH:24]=[CH:25][CH:26]=2)[C:21]1=[O:30])[CH3:5] |f:1.2|. Reported procedure: 34.2 g of ethyl carbamate are put in the solution in the toluene, 22 mL of BF3.Et2O are added and heating is performed for 1 h 30 mins at 70° C. 11 g of 2-(3-methylbut-2-en-1-yl)-1H-isoindole-1,3-dione are added and heating with reflux is performed for 12 h. After returning to RT, the mixture is dry evaporated and then taken up in an H2O/AcOEt mixture. The organic phase is decanted, washed with a solution saturated with NaCl and then dried on magnesium sulfate. The crude is purified by flash chr... Reactants: ClC1=C(N)C=CC(=C1)OC1=NC=NC2=CC(=C(C=C12)OC)OC (2-Chloro-4-[(6,7-dimethoxy-4-quinazolinyl)oxy]-aniline), ClC(Cl)(OC(OC(Cl)(Cl)Cl)=O)Cl (triphosgene), C([O-])(O)=O.[Na+] (sodium bicarbonate), C(CCCCC)O (1-hexanol). The solvent is C(C)N(CC)CC (triethylamine), C1(=CC=CC=C1)C (toluene), C(Cl)Cl (methylene chloride). Product: ClC1=C(C=CC(=C1)OC1=NC=NC2=CC(=C(C=C12)OC)OC)NC(OCCCCCC)=O (Hexyl N-{2-chloro-4-[(6,7-dimethoxy-4-quinazolinyl)oxy]phenyl}carbamate). The yield is 77.9%. RXN SMILES: [Cl:1][C:2]1[CH:8]=[C:7]([O:9][C:10]2[C:19]3[C:14](=[CH:15][C:16]([O:22][CH3:23])=[C:17]([O:20][CH3:21])[CH:18]=3)[N:13]=[CH:12][N:11]=2)[CH:6]=[CH:5][C:3]=1[NH2:4].Cl[C:25](Cl)([O:27][C:28](=[O:34])OC(Cl)(Cl)Cl)Cl.[CH2:36](O)[CH2:37][CH2:38][CH2:39][CH2:40]C.C(=O)(O)[O-].[Na+]>C(Cl)Cl.C(N(CC)CC)C.C1(C)C=CC=CC=1>[Cl:1][C:2]1[CH:8]=[C:7]([O:9][C:10]2[C:19]3[C:14](=[CH:15][C:16]([O:22][CH3:23])=[C:17]([O:20][CH3:21])[CH:18]=3)[N:13]=[CH:12][N:11]=2)[CH:6]=[CH:5][C:3]=1[NH:4][C:28](=[O:34])[O:27][CH2:25][CH2:36][CH2:37][CH2:38][CH2:39][CH3:40] |f:3.4|. Procedure: 2-Chloro-4-[(6,7-dimethoxy-4-quinazolinyl)oxy]-aniline (50 mg) was added to toluene (5 ml), and triethylamine (0.5 ml), and the mixture was heated under reflux to prepare a solution. A solution of triphosgene (68 mg) in methylene chloride was then added thereto, and the mixture was heated under reflux for 10 min. Next, 1-hexanol (24 mg) was added thereto, and the mixture was further stirred with heating under reflux for 3 hr. A saturated aqueous sodium bicarbonate solution was added to stop the ... Starting materials: BrC=1C(=CC(=C(OC2CN(CC2)C(=O)OC(C)(C)C)C1)N1C(C=CC2=CC(=CC=C12)S(N(CC1=CC=C(C=C1)OC)C1=NOC=C1)(=O)=O)=O)F (tert-butyl 3-(5-bromo-4-fluoro-2-(6-(N-(isoxazol-3-yl)-N-(4-methoxybenzyl)sulfamoyl)-2-oxoquinolin-1(2H)-yl)phenoxy)pyrrolidine-1-carboxy late), FC(S(=O)(=O)O)(F)F (trifluoromethanesulfonic acid), OS(=O)(=O)C(F)(F)F (triflic acid), OS(=O)(=O)C(F)(F)F (triflic acid). The solvent is C(Cl)Cl (DCM). Reaction conditions: time 8 hour. Product: BrC1=CC(=C(C=C1F)N1C(C=CC2=CC(=CC=C12)S(=O)(=O)NC1=NOC=C1)=O)OC1CNCC1 (1-(4-bromo-5-fluoro-2-(pyrrolidin-3-yloxy)phenyl)-N-(isoxazol-3-yl)-2-oxo-1,2-dihydroquinoline-6-sulfonamide). Yield: 10.3%. RXN SMILES: [Br:1][C:2]1[C:3]([F:50])=[CH:4][C:5]([N:21]2[C:30]3[C:25](=[CH:26][C:27]([S:31](=[O:48])(=[O:47])[N:32]([C:42]4[CH:46]=[CH:45][O:44][N:43]=4)CC4C=CC(OC)=CC=4)=[CH:28][CH:29]=3)[CH:24]=[CH:23][C:22]2=[O:49])=[C:6]([CH:20]=1)[O:7][CH:8]1[CH2:12][CH2:11][N:10](C(OC(C)(C)C)=O)[CH2:9]1.FC(F)(F)S(O)(=O)=O>C(Cl)Cl>[Br:1][C:2]1[C:3]([F:50])=[CH:4][C:5]([N:21]2[C:30]3[C:25](=[CH:26][C:27]([S:31]([NH:32][C:42]4[CH:46]=[CH:45][O:44][N:43]=4)(=[O:47])=[O:48])=[CH:28][CH:29]=3)[CH:24]=[CH:23][C:22]2=[O:49])=[C:6]([O:7][CH:8]2[CH2:12][CH2:11][NH:10][CH2:9]2)[CH:20]=1. Procedure: To a solution of tert-butyl 3-(5-bromo-4-fluoro-2-(6-(N-(isoxazol-3-yl)-N-(4-methoxybenzyl)sulfamoyl)-2-oxoquinolin-1(2H)-yl)phenoxy)pyrrolidine-1-carboxy late (74.7 mg, 0.097 mmol) in DCM (970 μl) at RT was added trifluoromethanesulfonic acid (25.8 μl, 0.291 mmol). The resulting solution was stirred overnight. LCMS indicated that the reaction was not complete. 0.012 mL of triflic acid was added and the solution stirred 16 hr. LCMS indicated that product was generated but there was a significant... Procedure: 2.5 Grams of 1-benzyl-5-hydroxy-3,4-dihydrocarbostyril and 0.48 g of 50% oily NaH are mixed with 30 ml of dimethyl formamide and stirred, then 4 g of 1-chloro-3-(4-phenylpiperazinyl)propane are added thereinto and warmed to 50°-60° C. for 2.5 hours. The reaction mixture is concentrated under a reduced pressure and the residue thus obtained is extracted with chloroform. After removing the chloroform by distillation, the thus obtained residue is recrystallized from ligroin to obtain 2.1 g of 1-ben... Reaction SMILES: [CH2:1]([N:8]1[C:18]2[C:13](=[C:14]([OH:19])[CH:15]=[CH:16][CH:17]=2)[CH2:12][CH2:11][C:9]1=[O:10])[C:2]1[CH:7]=[CH:6][CH:5]=[CH:4][CH:3]=1.[H-].[Na+].Cl[CH2:23][CH2:24][CH2:25][N:26]1[CH2:31][CH2:30][N:29]([C:32]2[CH:37]=[CH:36][CH:35]=[CH:34][CH:33]=2)[CH2:28][CH2:27]1>CN(C)C=O>[CH2:1]([N:8]1[C:18]2[C:13](=[C:14]([O:19][CH2:23][CH2:24][CH2:25][N:26]3[CH2:31][CH2:30][N:29]([C:32]4[CH:37]=[CH:36][CH:35]=[CH:34][CH:33]=4)[CH2:28][CH2:27]3)[CH:15]=[CH:16][CH:17]=2)[CH2:12][CH2:11][C:9]1=[O:10])[C:2]1[CH:3]=[CH:4][CH:5]=[CH:6][CH:7]=1 |f:1.2|. Run in CN(C=O)C (dimethyl formamide). The reactants are C(C1=CC=CC=C1)N1C(=O)CCC2=C(C=CC=C12)O (1-benzyl-5-hydroxy-3,4-dihydrocarbostyril), [H-].[Na+] (NaH), ClCCCN1CCN(CC1)C1=CC=CC=C1 (1-chloro-3-(4-phenylpiperazinyl)propane). Yields the product C(C1=CC=CC=C1)N1C(=O)CCC2=C(C=CC=C12)OCCCN1CCN(CC1)C1=CC=CC=C1 (1-benzyl-5-[3-(4-phenylpiperazinyl)propoxy]-3,4-dihydrocarbostyril). Reactants: C(C)(C)(C)OC(NCCCCCNC=1SC(=C(N1)C)C(C1=C(C=CC=C1)C)=O)=O ({5-[4-Methyl-5-(2-methyl-benzoyl)-thiazol-2-ylamino]-pentyl}-carbamic acid tert-butyl ester), Cl (HCl). Run in O1CCOCC1 (dioxane), O1CCOCC1 (dioxane). Yields the product Cl.NCCCCCNC=1SC(=C(N1)C)C(=O)C1=C(C=CC=C1)C ([2-(5-Amino-pentylamino)-4-methyl-thiazol-5-yl]-o-tolyl-methanone Hydrochloride). Isolated yield 99.0%. As a reaction SMILES: C(OC(=O)[NH:7][CH2:8][CH2:9][CH2:10][CH2:11][CH2:12][NH:13][C:14]1[S:15][C:16]([C:20](=[O:28])[C:21]2[CH:26]=[CH:25][CH:24]=[CH:23][C:22]=2[CH3:27])=[C:17]([CH3:19])[N:18]=1)(C)(C)C.[ClH:30]>O1CCOCC1>[ClH:30].[NH2:7][CH2:8][CH2:9][CH2:10][CH2:11][CH2:12][NH:13][C:14]1[S:15][C:16]([C:20]([C:21]2[CH:26]=[CH:25][CH:24]=[CH:23][C:22]=2[CH3:27])=[O:28])=[C:17]([CH3:19])[N:18]=1 |f:3.4|. Procedure: A solution of 170 mg (0.4 mmol) {5-[4-Methyl-5-(2-methyl-benzoyl)-thiazol-2-ylamino]-pentyl}-carbamic acid tert-butyl ester in 2 ml dioxane was treated with 1 ml 4N HCl in dioxane and allowed to react for 5 h at room temperature. The mixture was evaporated under reduced pressure to afford 143 mg (99%) of the title compound. Reactants: [OH-].[Na+] (NaOH), FC(C(=O)O)(F)F.COC(COC1=C(C=C(C=C1)C=NN)CN1C(C(CC1)NS(=O)(=O)C1=CC2=CC(=CC=C2C=C1)OC)=O)=O ({4-(aminoiminomethyl)-2-[3-(7-methoxynaphthalene-2-sulfonylamino)-2-oxopyrrolidin-1-ylmethyl]-phenoxy}-acetic acid methyl ester trifluoroacetate). The solvent is CCO (EtOH). Conditions: time 5 hour. Product: FC(C(=O)O)(F)F.NN=CC1=CC(=C(OCC(=O)O)C=C1)CN1C(C(CC1)NS(=O)(=O)C1=CC2=CC(=CC=C2C=C1)OC)=O ({4-(Aminoiminomethyl)-2-[3-(7-methoxynaphthalene-2-sulfonylamino)-2-oxopyrrolidin-1-ylmethyl]phenoxy}acetic acid trifluoroacetate). The yield is 388.9%. Reaction SMILES: [F:1][C:2]([F:7])([F:6])[C:3]([OH:5])=[O:4].C[O:9][C:10](=[O:45])[CH2:11][O:12][C:13]1[CH:18]=[CH:17][C:16]([CH:19]=[N:20][NH2:21])=[CH:15][C:14]=1[CH2:22][N:23]1[CH2:27][CH2:26][CH:25]([NH:28][S:29]([C:32]2[CH:41]=[CH:40][C:39]3[C:34](=[CH:35][C:36]([O:42][CH3:43])=[CH:37][CH:38]=3)[CH:33]=2)(=[O:31])=[O:30])[C:24]1=[O:44].[OH-].[Na+]>CCO>[F:1][C:2]([F:7])([F:6])[C:3]([OH:5])=[O:4].[NH2:21][N:20]=[CH:19][C:16]1[CH:17]=[CH:18][C:13]([O:12][CH2:11][C:10]([OH:45])=[O:9])=[C:14]([CH2:22][N:23]2[CH2:27][CH2:26][CH:25]([NH:28][S:29]([C:32]3[CH:41]=[CH:40][C:39]4[C:34](=[CH:35][C:36]([O:42][CH3:43])=[CH:37][CH:38]=4)[CH:33]=3)(=[O:31])=[O:30])[C:24]2=[O:44])[CH:15]=1 |f:0.1,2.3,5.6|. Procedure: To a solution of {4-(aminoiminomethyl)-2-[3-(7-methoxynaphthalene-2-sulfonylamino)-2-oxopyrrolidin-1-ylmethyl]-phenoxy}-acetic acid methyl ester trifluoroacetate (0.1 g, 0.18 mmol), prepared as in EXAMPLE 120, Part F, in 2 mL of EtOH is added 10 N NaOH (0.05 mL). The solution is stirred for 5 hours. After this time, the solution is concentrated. The residue is dissolved in 2 mL of H2O and the pH is adjusted to 3 using 1 N HCl. The solid which forms is collected by filtration. The solid is purifi... Starting materials: FC=1C=CC(=C(C1)C(CC(CNC1=C2C=NN(C2=CC(=C1)C)C=1C=C(C(=O)O)C=CC1)(C(F)(F)F)O)(C)C)OC (3-(4-{[4-[5-fluoro-2-(methyloxy)phenyl]-2-hydroxy-4-methyl-2-(trifluoromethyl)pentyl]amino}-6-methyl-1H-indazol-1-yl)benzoic acid), Cl.N[C@@H](C)C(=O)N (L-alaninamide hydrochloride). Product: NC([C@H](C)NC(C1=CC(=CC=C1)N1N=CC2=C(C=C(C=C12)C)NCC(CC(C)(C)C1=C(C=CC(=C1)F)OC)(C(F)(F)F)O)=O)=O (N-[(1S)-2-Amino-1-methyl-2-oxoethyl]-3-(4-{[4-[5-fluoro-2-(methyloxy)phenyl]-2-hydroxy-4-methyl-2-(trifluoromethyl)pentyl]amino}-6-methyl-1H-indazol-1-yl)benzamide). RXN SMILES: [F:1][C:2]1[CH:3]=[CH:4][C:5]([O:39][CH3:40])=[C:6]([C:8]([CH3:38])([CH3:37])[CH2:9][C:10]([OH:36])([C:32]([F:35])([F:34])[F:33])[CH2:11][NH:12][C:13]2[CH:21]=[C:20]([CH3:22])[CH:19]=[C:18]3[C:14]=2[CH:15]=[N:16][N:17]3[C:23]2[CH:24]=[C:25]([CH:29]=[CH:30][CH:31]=2)[C:26]([OH:28])=O)[CH:7]=1.Cl.[NH2:42][C@H:43]([C:45]([NH2:47])=[O:46])[CH3:44]>>[NH2:47][C:45](=[O:46])[C@@H:43]([NH:42][C:26](=[O:28])[C:25]1[CH:29]=[CH:30][CH:31]=[C:23]([N:17]2[C:18]3[C:14](=[C:13]([NH:12][CH2:11][C:10]([OH:36])([C:32]([F:34])([F:33])[F:35])[CH2:9][C:8]([C:6]4[CH:7]=[C:2]([F:1])[CH:3]=[CH:4][C:5]=4[O:39][CH3:40])([CH3:38])[CH3:37])[CH:21]=[C:20]([CH3:22])[CH:19]=3)[CH:15]=[N:16]2)[CH:24]=1)[CH3:44] |f:1.2|. Procedure details: Prepared similarly to Example 1 from 3-(4-{[4-[5-fluoro-2-(methyloxy)phenyl]-2-hydroxy-4-methyl-2-(trifluoromethyl)pentyl]amino}-6-methyl-1H-indazol-1-yl)benzoic acid and L-alaninamide hydrochloride with System A used for purification by mass directed autopreparation.